From a dataset of the Open Reaction Database (ORD), a public repository of structured organic reaction records. describe an organic reaction: reactants, conditions, products, and yield Reactants: [Br-], COc1ccc(S(=O)(=O)N2CCN(CC(O)COc3ccc(OCc4ccccc4)cc3)CC2)cc1, C1CNCCN1, ClC(Cl)Cl, ClCCl, [K+]. The product is COc1ccc(S(=O)(=O)N2CCN(CC(O)COc3ccc(O)cc3)CC2)cc1. As a reaction SMILES: [Br-:41].[CH2:1]([c:2]1[cH:3][cH:4][cH:5][cH:6][cH:7]1)[O:8][c:9]1[cH:10][cH:11][c:12]([O:13][CH2:14][CH:15]([CH2:16][N:17]2[CH2:18][CH2:19][N:20]([S:23](=[O:24])(=[O:25])[c:26]3[cH:27][cH:28][c:29]([O:32][CH3:33])[cH:30][cH:31]3)[CH2:21][CH2:22]2)[OH:34])[cH:35][cH:36]1.[CH2:43]1[NH:44][CH2:45][CH2:46][NH:47][CH2:48]1.[Cl:37][CH:38]([Cl:39])[Cl:40].[Cl:49][CH2:50][Cl:51].[K+:42]>>[OH:8][c:9]1[cH:10][cH:11][c:12]([O:13][CH2:14][CH:15]([CH2:16][N:17]2[CH2:18][CH2:19][N:20]([S:23](=[O:24])(=[O:25])[c:26]3[cH:27][cH:28][c:29]([O:32][CH3:33])[cH:30][cH:31]3)[CH2:21][CH2:22]2)[OH:34])[cH:35][cH:36]1. Reactants: C(CC)OC1=CC=C(C=C1)C1=NNCC1N(C(=O)OCC(Cl)(Cl)Cl)CCC (3-(4-propoxyphenyl)-4-(N-propyl-N-(2,2,2-trichloroethoxycarbonyl)amino)-4,5-dihydro-1H-pyrazole), FC(C1=CC=C(C=C1)N=C=O)(F)F (4-trifluoromethylphenyl isocyanate). Run in CCOCC (ether). Reaction conditions: temperature -20 celsius, time 30 minute. Yields the product FC(C1=CC=C(C=C1)NC(=O)N1N=C(C(C1)N(C(=O)OCC(Cl)(Cl)Cl)CCC)C1=CC=C(C=C1)OCCC)(F)F (N-(4-trifluoromethylphenyl)-3-(4-propoxyphenyl)-4-(N-propyl-N-(2,2,2-trichloroethoxycarbonyl)amino)-4,5-dihydro-1H-pyrazole-1-carboxamide). As a reaction SMILES: [CH2:1]([O:4][C:5]1[CH:10]=[CH:9][C:8]([C:11]2[CH:15]([N:16]([CH2:25][CH2:26][CH3:27])[C:17]([O:19][CH2:20][C:21]([Cl:24])([Cl:23])[Cl:22])=[O:18])[CH2:14][NH:13][N:12]=2)=[CH:7][CH:6]=1)[CH2:2][CH3:3].[F:28][C:29]([F:40])([F:39])[C:30]1[CH:35]=[CH:34][C:33]([N:36]=[C:37]=[O:38])=[CH:32][CH:31]=1>CCOCC>[F:28][C:29]([F:39])([F:40])[C:30]1[CH:31]=[CH:32][C:33]([NH:36][C:37]([N:13]2[CH2:14][CH:15]([N:16]([CH2:25][CH2:26][CH3:27])[C:17]([O:19][CH2:20][C:21]([Cl:22])([Cl:24])[Cl:23])=[O:18])[C:11]([C:8]3[CH:9]=[CH:10][C:5]([O:4][CH2:1][CH2:2][CH3:3])=[CH:6][CH:7]=3)=[N:12]2)=[O:38])=[CH:34][CH:35]=1. Reported procedure: To an ether solution of 3-(4-propoxyphenyl)-4-(N-propyl-N-(2,2,2-trichloroethoxycarbonyl)amino)-4,5-dihydro-1H-pyrazole (Example 585e) (≤85 mmole) was added 12.7 g (68 mmole) of 4-trifluoromethylphenyl isocyanate. After stirring for 30 minutes, the mixture was concentrated in vacuo and dissolved in 200 ml of 50/50 diethyl ether/hexanes and cooled to -20° C. Crystals of the desired compound formed and were filtered yielding 23 g of the desired compound, mp 162°-163° C. Reactants: C=O, ClCCl, CO, COc1ccnc(CS(=O)c2nc3c(F)cccc3[nH]2)c1. Yields the product COc1ccnc(CS(=O)c2nc3c(F)cccc3n2CO)c1. As a reaction SMILES: [CH2:24]=[O:25].[CH2:26]([Cl:27])[Cl:28].[CH3:22][OH:23].[F:1][c:2]1[cH:3][cH:4][cH:5][c:6]2[nH:7][c:8]([S:11](=[O:12])[CH2:13][c:14]3[n:15][cH:16][cH:17][c:18]([O:20][CH3:21])[cH:19]3)[n:9][c:10]12>>[F:1][c:2]1[cH:3][cH:4][cH:5][c:6]2[n:7]([CH2:22][OH:23])[c:8]([S:11](=[O:12])[CH2:13][c:14]3[n:15][cH:16][cH:17][c:18]([O:20][CH3:21])[cH:19]3)[n:9][c:10]12. Starting materials: FC=1C(=NOC1C1=CC=CC=C1)OCOC (4-Fluoro-3-methoxymethoxy-5-phenylisoxazole). The solvent is Cl.O1CCOCC1 (hydrochloric acid dioxane). Conditions: time 1 hour. The product is FC=1C(=NOC1C1=CC=CC=C1)O (4-Fluoro-3-hydroxy-5-phenylisoxazole). The yield is 84.9%. Reaction SMILES: [F:1][C:2]1[C:3]([O:13]COC)=[N:4][O:5][C:6]=1[C:7]1[CH:12]=[CH:11][CH:10]=[CH:9][CH:8]=1>Cl.O1CCOCC1>[F:1][C:2]1[C:3]([OH:13])=[N:4][O:5][C:6]=1[C:7]1[CH:12]=[CH:11][CH:10]=[CH:9][CH:8]=1 |f:1.2|. Reported procedure: 4-Fluoro-3-methoxymethoxy-5-phenylisoxazole (0.44 g) was dissolved in a solution of 4N hydrochloric acid/dioxane (5.0 ml), and the solution was stirred at room temperature for one hour. After the reaction, the solvent was evaporated under reduced pressure and the crystal thus obtained was washed with dichloromethane (10 ml) to obtain the title compound (0.30 g, 83%) as colorless crystals. Starting materials: COC=1C=C(C=CC1OC)C=CC1=NC2=C(N1)C(=C(C(=C2OC)C)C)OC (2-[2-(3,4-dimethoxyphenyl)-vinyl]-4,7-dimethoxy-5,6-dimethyl-1H-benzoimidazole), COC(C1=CC=C(C=C1)CBr)=O (methyl-4-(bromomethyl)benzoate), hemihydrate, [H-].[Na+] (sodium hydride). Solvent: CN(C)C=O (DMF), CN(C)C=O (DMF), CN(C)C=O (DMF). Run at time 30 minute. Product: COC(C1=CC=C(C=C1)CN1C(=NC2=C1C(=C(C(=C2OC)C)C)OC)C=CC2=CC(=C(C=C2)OC)OC)=O (4-{2-[2-(3,4-Dimethoxyphenyl)-vinyl]-4,7-dimethoxy-5,6-dimethyl-benzoimidazol-1-ylmethyl}-benzoic acid methyl ester). Isolated yield 36.9%. As a reaction SMILES: [H-].[Na+].[CH3:3][O:4][C:5]1[CH:6]=[C:7]([CH:13]=[CH:14][C:15]2[NH:19][C:18]3[C:20]([O:28][CH3:29])=[C:21]([CH3:27])[C:22]([CH3:26])=[C:23]([O:24][CH3:25])[C:17]=3[N:16]=2)[CH:8]=[CH:9][C:10]=1[O:11][CH3:12].[CH3:30][O:31][C:32](=[O:41])[C:33]1[CH:38]=[CH:37][C:36]([CH2:39]Br)=[CH:35][CH:34]=1>CN(C=O)C>[CH3:30][O:31][C:32](=[O:41])[C:33]1[CH:38]=[CH:37][C:36]([CH2:39][N:19]2[C:18]3[C:20]([O:28][CH3:29])=[C:21]([CH3:27])[C:22]([CH3:26])=[C:23]([O:24][CH3:25])[C:17]=3[N:16]=[C:15]2[CH:14]=[CH:13][C:7]2[CH:8]=[CH:9][C:10]([O:11][CH3:12])=[C:5]([O:4][CH3:3])[CH:6]=2)=[CH:35][CH:34]=1 |f:0.1|. Reported procedure: To a suspension of sodium hydride, 60% dispersion in oil (150 mg; 3.5 mmol) in 20 mL of DMF, {2-[2-(3,4-dimethoxyphenyl)-vinyl]-4,7-dimethoxy-5,6-dimethyl-1H-benzoimidazole (1.2 g; 3.25 mmol) in DMF (20 mL) was added dropwise over 5 minutes. After addition, the reaction mixture was stirred at ambient temperature for 30 minutes, then methyl-4-(bromomethyl)benzoate (745 mg; 3.25 mmol) in DMF (10 mL) was added. The reaction mixture was stirred at ambient temperature for 4 hours. The DMF was concent... The reactants are FC=1C=C2C(=NC1)N(N=C2C2=NC(=C(C(=N2)N)\N=N\C2=CC=CC=C2)N)CC2=C(C=CC=C2)F (2-[5-Fluoro-1-(2-fluorobenzyl)-1H-pyrazolo [3,4-b]pyridin-3-yl]-5-[(E)-phenyldiazenyl]pyrimidine-4,6-diamine). Reagents/catalysts: [Pd] (palladium). The solvent is CN(C)C=O (DMF). Run at time 8 hour. Product: FC=1C=C2C(=NC1)N(N=C2C2=NC(=C(C(=N2)N)N)N)CC2=C(C=CC=C2)F (2-[5-Fluoro-1-(2-fluorobenzyl)-1H-pyrazolo[3,4-b]pyridin-3-yl]pyrimidine-4,5,6-triamine). RXN SMILES: [F:1][C:2]1[CH:3]=[C:4]2[C:10]([C:11]3[N:16]=[C:15]([NH2:17])[C:14](/[N:18]=N/C4C=CC=CC=4)=[C:13]([NH2:26])[N:12]=3)=[N:9][N:8]([CH2:27][C:28]3[CH:33]=[CH:32][CH:31]=[CH:30][C:29]=3[F:34])[C:5]2=[N:6][CH:7]=1>CN(C=O)C.[Pd]>[F:1][C:2]1[CH:3]=[C:4]2[C:10]([C:11]3[N:16]=[C:15]([NH2:17])[C:14]([NH2:18])=[C:13]([NH2:26])[N:12]=3)=[N:9][N:8]([CH2:27][C:28]3[CH:33]=[CH:32][CH:31]=[CH:30][C:29]=3[F:34])[C:5]2=[N:6][CH:7]=1. Procedure: In DMF (800 ml), 39.23 g (85.75 mmol) of the compound from Example 10A were introduced and then 4 g of palladium (10% on carbon) were added. The mixture was hydrogenated with stirring overnight under standard hydrogen pressure. The batch was filtered over kieselguhr and the filter product was washed with a little DMF and then with a little methanol, and concentrated to dryness. The residue was admixed with ethyl acetate and stirred vigorously, and the precipitate was filtered off with suction, w... Starting materials: CC[N+](CC)(CC)Cc1ccccc1, ClCCl, [Cl-], O=C(CCCCl)Nc1cccc2cccnc12, [Na+], [OH-]. Product: O=C1CCCN1c1cccc2cccnc12. As a reaction SMILES: [CH2:21]([N+:22]([CH2:23][CH3:24])([CH2:25][CH3:26])[CH2:27][CH3:28])[c:29]1[cH:30][cH:31][cH:32][cH:33][cH:34]1.[CH2:35]([Cl:36])[Cl:37].[Cl-:20].[Cl:1][CH2:2][CH2:3][CH2:4][C:5](=[O:6])[NH:7][c:8]1[cH:9][cH:10][cH:11][c:12]2[cH:13][cH:14][cH:15][n:16][c:17]12.[Na+:19].[OH-:18]>>[CH2:2]1[CH2:3][CH2:4][C:5](=[O:6])[N:7]1[c:8]1[cH:9][cH:10][cH:11][c:12]2[cH:13][cH:14][cH:15][n:16][c:17]12.